From a dataset of the Open Reaction Database (ORD), a public repository of structured organic reaction records. describe an organic reaction: reactants, conditions, products, and yield Starting materials: SCCCS, Cc1ccccc1, Cn1cncc1C=O, O, Cc1ccc(S(=O)(=O)O)cc1. The product is Cn1cncc1C1SCCCS1. RXN SMILES: [CH2:21]([CH2:22][CH2:23][SH:24])[SH:25].[CH3:26][c:27]1[cH:28][cH:29][cH:30][cH:31][cH:32]1.[CH:1](=[O:2])[c:3]1[cH:4][n:5][cH:6][n:7]1[CH3:8].[OH2:9].[c:10]1([CH3:11])[cH:12][cH:13][c:14]([S:15]([OH:16])(=[O:17])=[O:18])[cH:19][cH:20]1>>[CH:1]1([c:3]2[cH:4][n:5][cH:6][n:7]2[CH3:8])[S:24][CH2:23][CH2:22][CH2:21][S:25]1. The reactants are COC=1C=C(C(=O)N2CC(CC2)(CCOS(=O)(=O)C)C2=CC=CC=C2)C=C(C1OC)OC (1-(3,4,5-trimethoxybenzoyl)-3-phenyl-3-(2-methanesulfonyloxyethyl)pyrrolidine), I.O=C(CCCN1C(=NC2=C1C=CC=C2)NC2CCNCC2)C ((1-(4-oxopentyl)-1H-benzimidazol-2-yl)(piperidin-4-yl)amine hydriodic acid salt). Product: COC=1C=C(C(=O)N2CC(CC2)(C2=CC=CC=C2)CCN2CCC(CC2)NC2=NC3=C(N2CCCC(C)=O)C=CC=C3)C=C(C1OC)OC (1-(3,4,5-trimethoxybenzoyl)-3-(2-(4-(1-(4-oxopentyl)-1H-benzimidazol-2-yl-amino)piperidin-1-yl)ethyl)-3-phenylpyrrolidine). Reaction SMILES: [CH3:1][O:2][C:3]1[CH:4]=[C:5]([CH:26]=[C:27]([O:31][CH3:32])[C:28]=1[O:29][CH3:30])[C:6]([N:8]1[CH2:12][CH2:11][C:10]([C:20]2[CH:25]=[CH:24][CH:23]=[CH:22][CH:21]=2)([CH2:13][CH2:14]OS(C)(=O)=O)[CH2:9]1)=[O:7].I.[O:34]=[C:35]([CH3:55])[CH2:36][CH2:37][CH2:38][N:39]1[C:43]2[CH:44]=[CH:45][CH:46]=[CH:47][C:42]=2[N:41]=[C:40]1[NH:48][CH:49]1[CH2:54][CH2:53][NH:52][CH2:51][CH2:50]1>>[CH3:32][O:31][C:27]1[CH:26]=[C:5]([CH:4]=[C:3]([O:2][CH3:1])[C:28]=1[O:29][CH3:30])[C:6]([N:8]1[CH2:12][CH2:11][C:10]([CH2:13][CH2:14][N:52]2[CH2:51][CH2:50][CH:49]([NH:48][C:40]3[N:39]([CH2:38][CH2:37][CH2:36][C:35](=[O:34])[CH3:55])[C:43]4[CH:44]=[CH:45][CH:46]=[CH:47][C:42]=4[N:41]=3)[CH2:54][CH2:53]2)([C:20]2[CH:25]=[CH:24][CH:23]=[CH:22][CH:21]=2)[CH2:9]1)=[O:7] |f:1.2|. Reported procedure: Prepare by the method of Example 1.6 using 1-(3,4,5-trimethoxybenzoyl)-3-phenyl-3-(2-methanesulfonyloxyethyl)pyrrolidine (prepared from (−)-3-phenyl-3-(2-hydroxyethyl)pyrrolidine (R,R)-di-p-anisoyltartaric acid salt) and (1-(4-oxopentyl)-1H-benzimidazol-2-yl)(piperidin-4-yl)amine hydriodic acid salt to give the title compound. Starting materials: Cl (hydrochloric acid), aqueous solution, [OH-].[Na+] (sodium hydroxide), CSC(C(=O)OC)C1=CC=C(C=C1)N(C)C (Methyl α-methylthio(p-dimethylaminophenyl)acetate). Solvent: CO (methanol). Conditions: temperature 70 celsius, time 14 hour. Product: CSC(C(=O)O)C1=CC=C(C=C1)N(C)C (α-methylthio(p-dimethylaminophenyl)acetic acid). The yield is 83.1%. Reaction SMILES: [CH3:1][S:2][CH:3]([C:8]1[CH:13]=[CH:12][C:11]([N:14]([CH3:16])[CH3:15])=[CH:10][CH:9]=1)[C:4]([O:6]C)=[O:5].[OH-].[Na+].Cl>CO>[CH3:1][S:2][CH:3]([C:8]1[CH:13]=[CH:12][C:11]([N:14]([CH3:15])[CH3:16])=[CH:10][CH:9]=1)[C:4]([OH:6])=[O:5] |f:1.2|. Reported procedure: Methyl α-methylthio(p-dimethylaminophenyl)acetate (1.215 g) was dissolved in 20 ml of methanol, and 30 ml of a 10% aqueous solution of sodium hydroxide was added. The mixture was stirred at 70° C. for 14 hours. The mixture was acidified to a pH of 5 with conc. hydrochloric acid, and continuously extracted with ethyl acetate. The organic layer was dried over anhydrous sodium sulfate, and the solvent was removed under reduced pressure to afford 0.951 g of α-methylthio(p-dimethylaminophenyl)acetic ... Reactants: N#CCNC(=O)C1CCCCN1c1cccc(Br)c1, CC(C)O, O=C1CCC(=O)N1Cl. Product: N#CCNC(=O)C1CCCCN1c1cc(Br)ccc1Cl. Reaction SMILES: [Br:1][c:2]1[cH:3][c:4]([N:8]2[CH:9]([C:14](=[O:15])[NH:16][CH2:17][C:18]#[N:19])[CH2:10][CH2:11][CH2:12][CH2:13]2)[cH:5][cH:6][cH:7]1.[CH:28]([OH:29])([CH3:30])[CH3:31].[Cl:20][N:21]1[C:22](=[O:23])[CH2:24][CH2:25][C:26]1=[O:27]>>[Br:1][c:2]1[cH:3][c:4]([N:8]2[CH:9]([C:14](=[O:15])[NH:16][CH2:17][C:18]#[N:19])[CH2:10][CH2:11][CH2:12][CH2:13]2)[c:5]([Cl:20])[cH:6][cH:7]1. Starting materials: O([Si](C)(C)C(C)(C)C)CCC1OC2=C(NC1=O)C=CC=C2 (2-(2-tert-butyldimethylsiloxyethyl)-3,4-dihydro-3-oxo-2H-1,4-benzoxazine), FC=1C=C(CCl)C=CC1 (3-flourobenzyl chloride), [K+].[Br-] (KBr). The product is FC=1C=C(CN2C(C(OC3=C2C=CC=C3)CCO)=O)C=CC1 (4-(3-Fluorobenzyl)-3,4-dihydro-2-(2-hydroxyethyl)-3-oxo-2H-1,4-benzoxazine). As a reaction SMILES: [O:1]([CH2:9][CH2:10][CH:11]1[C:16](=[O:17])[NH:15][C:14]2[CH:18]=[CH:19][CH:20]=[CH:21][C:13]=2[O:12]1)[Si](C(C)(C)C)(C)C.[F:22][C:23]1[CH:24]=[C:25]([CH:28]=[CH:29][CH:30]=1)[CH2:26]Cl.[K+].[Br-]>>[F:22][C:23]1[CH:24]=[C:25]([CH:28]=[CH:29][CH:30]=1)[CH2:26][N:15]1[C:14]2[CH:18]=[CH:19][CH:20]=[CH:21][C:13]=2[O:12][CH:11]([CH2:10][CH2:9][OH:1])[C:16]1=[O:17] |f:2.3|. Procedure details: Prepared from 2-(2-tert-butyldimethylsiloxyethyl)-3,4-dihydro-3-oxo-2H-1,4-benzoxazine by Methods F and G, alkylating with 3-flourobenzyl chloride, in 49% overall yield and isolated as a gummy solid; IR (KBr) 3425, 1683, 1501, 1401, 1252, 1061, 751 cm-1 ; 1H NMR (CDCl3) δ 2.16-2.38 (m, 3H), 3.92 (t, J=5.8 Hz, 2H), 4.85 (dd, J=7.6, 5.5 Hz, 1H), 5.14 (s, 2H), 6.82-6.85 (m, 1H), 6.90-7.08 (m, 6H), 7.26-7.33 (m, 1H); MH+ at m/z=302; Anal. Calc'd for C17H16FNO3 : C, 67.76; H, 5.35; N, 4.65. Found: C,... Procedure details: n-Propylamine (16 μL, 0.19 mmol) was added to a solution of 3-(S)-[(5-chloro-1H-pyrrolo[2,3-c]pyridine-2-carbonyl)amino]-2-(R)-hydroxy-4-phenylbutyric acid (EXAMPLE 44, 40 mg, 0.11 mmol), HOBt (16.4 mg, 0.11 mmol), DIPEA (41 μL, 0.24 mmol) and EDCI (25 mg, 0.13 mmol) in DMF (3 mL). After stirring for 72 h at room temperature the solvent was removed in vacuo and the remaining residue was purified by preparative LCMS to give the title compound as colourless solid. m/z (ES+)=415.34 [M+H]+; RT=3.10 ... Run in CN(C)C=O (DMF). Reaction conditions: time 72 hour. Product: C(C1=CC=CC=C1)[C@@H]([C@H](C(NCCC)=O)O)NC(=O)C1=CC=2C(=CN=C(C2)Cl)N1 (5-Chloro-1H-pyrrolo[2,3-c]pyridine-2-carboxylic acid (1-(S)-benzyl-2-(R)-hydroxy-2-propylcarbamoylethyl)amide). Reactants: C(CC)N (n-Propylamine), ClC=1C=C2C(=CN1)NC(=C2)C(=O)N[C@H]([C@H](C(=O)O)O)CC2=CC=CC=C2 ((S)-3-[(5-Chloro-1H-pyrrolo[2,3-c]pyridine-2-carbonyl)amino]-(R)-2-hydroxy-4-phenylbutyric acid), C=1C=CC2=C(C1)N=NN2O (HOBt), CCN(C(C)C)C(C)C (DIPEA), CCN=C=NCCCN(C)C (EDCI). RXN SMILES: [CH2:1]([NH2:4])[CH2:2][CH3:3].[Cl:5][C:6]1[CH:7]=[C:8]2[CH:14]=[C:13]([C:15]([NH:17][C@@H:18]([CH2:24][C:25]3[CH:30]=[CH:29][CH:28]=[CH:27][CH:26]=3)[C@@H:19]([OH:23])[C:20]([OH:22])=O)=[O:16])[NH:12][C:9]2=[CH:10][N:11]=1.C1C=CC2N(O)N=NC=2C=1.CCN(C(C)C)C(C)C.CCN=C=NCCCN(C)C>CN(C=O)C>[CH2:24]([C@H:18]([NH:17][C:15]([C:13]1[NH:12][C:9]2=[CH:10][N:11]=[C:6]([Cl:5])[CH:7]=[C:8]2[CH:14]=1)=[O:16])[C@@H:19]([OH:23])[C:20](=[O:22])[NH:4][CH2:1][CH2:2][CH3:3])[C:25]1[CH:30]=[CH:29][CH:28]=[CH:27][CH:26]=1. The reactants are CCOC(=O)C (EtOAc), O=C1NC2=CC=C(C=C2C=C1)SC=1C=C(C=CC1)C1(CCOCC1)C#N (4-[3-(2-Oxo-1,2-dihydro-quinolin-6-ylsulfanyl)-phenyl]-tetrahydro-pyran-4-carbonitrile), P(=O)(Cl)(Cl)Cl (phosphorus oxychloride), C(=O)(O)[O-].[Na+] (NaHCO3). Run at temperature 90 celsius. The product is ClC1=NC2=CC=C(C=C2C=C1)SC=1C=C(C=CC1)C1(CCOCC1)C#N (4-[3-(2-Chloro-quinolin-6-ylsulfanyl)-phenyl]-tetrahydro-pyran-4-carbonitrile). Reaction SMILES: O=[C:2]1[CH:11]=[CH:10][C:9]2[C:4](=[CH:5][CH:6]=[C:7]([S:12][C:13]3[CH:14]=[C:15]([C:19]4([C:25]#[N:26])[CH2:24][CH2:23][O:22][CH2:21][CH2:20]4)[CH:16]=[CH:17][CH:18]=3)[CH:8]=2)[NH:3]1.CCOC(C)=O.C([O-])(O)=O.[Na+].P(Cl)(Cl)([Cl:40])=O>>[Cl:40][C:2]1[CH:11]=[CH:10][C:9]2[C:4](=[CH:5][CH:6]=[C:7]([S:12][C:13]3[CH:14]=[C:15]([C:19]4([C:25]#[N:26])[CH2:24][CH2:23][O:22][CH2:21][CH2:20]4)[CH:16]=[CH:17][CH:18]=3)[CH:8]=2)[N:3]=1 |f:2.3|. Reported procedure: 5g (4.52 g, 12.5 mmol) was dissolved in phosphorus oxychloride (23 mL) and heated to 90° C. for 1 hour. The reaction was cooled to room temperature, and ice was added slowly, followed by EtOAc and NaHCO3. The aqueous layer was extracted with CH2Cl2 twice, and the combined organic layers were dried over MgSO4, filtered, and concentrated to give the desired product, 5h. The reactants are CO, COC(=O)c1ccc2c(-c3ccccc3Cl)nn(-c3ccc(C)cc3)c2c1, Cl, [Na+], C1CCOC1, [OH-]. Product: Cc1ccc(-n2nc(-c3ccccc3Cl)c3ccc(C(=O)O)cc32)cc1. As a reaction SMILES: [CH3:31][OH:32].[Cl:1][c:2]1[c:3](-[c:8]2[n:9][n:10](-[c:21]3[cH:22][cH:23][c:24]([CH3:27])[cH:25][cH:26]3)[c:11]3[cH:12][c:13]([C:17](=[O:18])[O:19][CH3:20])[cH:14][cH:15][c:16]23)[cH:4][cH:5][cH:6][cH:7]1.[ClH:30].[Na+:29].[O:33]1[CH2:34][CH2:35][CH2:36][CH2:37]1.[OH-:28]>>[Cl:1][c:2]1[c:3](-[c:8]2[n:9][n:10](-[c:21]3[cH:22][cH:23][c:24]([CH3:27])[cH:25][cH:26]3)[c:11]3[cH:12][c:13]([C:17](=[O:18])[OH:19])[cH:14][cH:15][c:16]23)[cH:4][cH:5][cH:6][cH:7]1. As a reaction SMILES: [O:1]([C:8]1[N:13]=[C:12]([C:14]([OH:16])=O)[CH:11]=[CH:10][N:9]=1)[C:2]1[CH:7]=[CH:6][CH:5]=[CH:4][CH:3]=1.C(Cl)(=O)C([Cl:20])=O>C(Cl)Cl.CN(C=O)C>[O:1]([C:8]1[N:13]=[C:12]([C:14]([Cl:20])=[O:16])[CH:11]=[CH:10][N:9]=1)[C:2]1[CH:7]=[CH:6][CH:5]=[CH:4][CH:3]=1. The reagents and catalysts are CN(C)C=O (DMF). Reactants: O(C1=CC=CC=C1)C1=NC=CC(=N1)C(=O)O (2-phenoxy-pyrimidine-4-carboxylic acid), C(C(=O)Cl)(=O)Cl (oxalyl chloride). Run at time 2 hour. Reported procedure: To a solution of 2-phenoxy-pyrimidine-4-carboxylic acid, 17, (0.19 g, 0.89 mmol) in methylene chloride (10 mL) containing a few drops of DMF is added oxalyl chloride (0.1 mL). The solution is stirred for 2 hours at room temperature and concentrated in vacuo to afford the desired product which is used without further purification. Solvent: C(Cl)Cl (methylene chloride). Yields the product O(C1=CC=CC=C1)C1=NC=CC(=N1)C(=O)Cl (2-phenoxy-pyrimidine-4-carbonyl chloride).